Dataset: the Open Reaction Database (ORD), a public repository of structured organic reaction records. Task: describe an organic reaction: reactants, conditions, products, and yield Starting materials: O=S(=O)(c1ccc(OC(F)(F)F)cc1)N1CCC(O)CC1, CCOC(=O)N=NC(=O)OCC, C1CCOC1, O=C1c2ccccc2C(=O)N1O, c1ccc(P(c2ccccc2)c2ccccc2)cc1. Product: O=C1c2ccccc2C(=O)N1OC1CCN(S(=O)(=O)c2ccc(OC(F)(F)F)cc2)CC1. Reaction SMILES: [F:13][C:14]([O:15][c:16]1[cH:17][cH:18][c:19]([S:22](=[O:23])(=[O:24])[N:25]2[CH2:26][CH2:27][CH:28]([OH:31])[CH2:29][CH2:30]2)[cH:20][cH:21]1)([F:32])[F:33].[O:1]=[C:2]([O:3][CH2:4][CH3:5])[N:6]=[N:7][C:8]([O:9][CH2:10][CH3:11])=[O:12].[O:65]1[CH2:66][CH2:67][CH2:68][CH2:69]1.[OH:34][N:35]1[C:36](=[O:45])[c:37]2[cH:38][cH:39][cH:40][cH:41][c:42]2[C:43]1=[O:44].[c:46]1([P:47]([c:48]2[cH:49][cH:50][cH:51][cH:52][cH:53]2)[c:54]2[cH:55][cH:56][cH:57][cH:58][cH:59]2)[cH:60][cH:61][cH:62][cH:63][cH:64]1>>[F:13][C:14]([O:15][c:16]1[cH:17][cH:18][c:19]([S:22](=[O:23])(=[O:24])[N:25]2[CH2:26][CH2:27][CH:28]([O:31][N:35]3[C:36](=[O:45])[c:37]4[cH:38][cH:39][cH:40][cH:41][c:42]4[C:43]3=[O:44])[CH2:29][CH2:30]2)[cH:20][cH:21]1)([F:32])[F:33]. The reactants are C(Cl)Cl (Methylene chloride), COC(CC(CCOC)=O)=O (Methyl-5-methoxy-3-oxovalerate), CO (methanol), ammonium formats, [BH3-]C#N.[Na+] (NaBH3CN). Run in Cl (HCl). Yields the product COC(CC(CCOC)N)=O (methyl-5-methoxy-3-aminovalerate). Isolated yield 101.1%. As a reaction SMILES: [CH3:1][O:2][C:3](=[O:11])[CH2:4][C:5](=O)[CH2:6][CH2:7][O:8][CH3:9].CO.[BH3-]C#[N:16].[Na+].C(Cl)Cl>Cl>[CH3:1][O:2][C:3](=[O:11])[CH2:4][CH:5]([NH2:16])[CH2:6][CH2:7][O:8][CH3:9] |f:2.3|. Procedure: Methyl-5-methoxy-3-oxovalerate (10 g, 62.5 mmol) was added to methanol (200 ml) followed by ammonium formats (39.4 g, 620 mmol) and NaBH3CN (3.9 g, 46 mmol) at 25° C. After 24 h the methanol was removed in vacuo to leave a white mass. Methylene chloride was added and the mixture filtered. The methylene chloride was evaporated resulting in an oil which was dissolved in 1N HCl (200 ml) and extracted with ether (100 ml). The ether layer was discarded and the aqueous layer was made basic using solid...